This data is from the Open Reaction Database (ORD), a public repository of structured organic reaction records. The task is: describe an organic reaction: reactants, conditions, products, and yield Starting materials: C1COCCO1, Cc1nc2cnccc2n1C, O=[Se]=O. Yields the product Cn1c(C=O)nc2cnccc21. As a reaction SMILES: [CH2:15]1[O:16][CH2:17][CH2:18][O:19][CH2:20]1.[CH3:1][n:2]1[c:3]([CH3:11])[n:4][c:5]2[cH:6][n:7][cH:8][cH:9][c:10]12.[Se:12](=[O:13])=[O:14]>>[CH3:1][n:2]1[c:3]([CH:11]=[O:13])[n:4][c:5]2[cH:6][n:7][cH:8][cH:9][c:10]12. Reactants: OC1=CC=C(C=O)C=C1 (4-hydroxybenzaldehyde), FC1=C(CCl)C=CC=C1 (2-fluorobenzyl chloride). Product: FC1=C(COC2=CC=C(C=O)C=C2)C=CC=C1 (4-(2-Fluorobenzyloxy)benzaldehyde). Reaction SMILES: [OH:1][C:2]1[CH:9]=[CH:8][C:5]([CH:6]=[O:7])=[CH:4][CH:3]=1.[F:10][C:11]1[CH:18]=[CH:17][CH:16]=[CH:15][C:12]=1[CH2:13]Cl>>[F:10][C:11]1[CH:18]=[CH:17][CH:16]=[CH:15][C:12]=1[CH2:13][O:1][C:2]1[CH:9]=[CH:8][C:5]([CH:6]=[O:7])=[CH:4][CH:3]=1. Procedure: 4-(2-Fluorobenzyloxy)benzaldehyde is prepared by alkylation of 4-hydroxybenzaldehyde (0.39 g) with 2-fluorobenzyl chloride by following the same procedure of Example 1, but using three different phase transfer catalysts.